Dataset: the Open Reaction Database (ORD), a public repository of structured organic reaction records. Task: describe an organic reaction: reactants, conditions, products, and yield Reactants: [O-][Mn](=O)(=O)=O.[K+] (KMnO4), C(C)OC(=O)C=1N(C=C(C1)C(C(F)(F)F)(O)C=1C=C2C=NN(C2=CC1)C1=CC=C(C=C1)F)CC=C (1-allyl-4-{2,2,2-trifluoro-1-[1-(4-fluorophenyl)-1H-indazol-5-yl]-1-hydroxyethyl}-1H-pyrrole-2-carboxylic acid ethyl ester). The solvent is CC(=O)C (acetone), O (water), CC(=O)C (acetone), O (water). Run at time 2 hour. The product is OCC1CN2C(C(O1)=O)=CC(=C2)C(C(F)(F)F)(O)C=2C=C1C=NN(C1=CC2)C2=CC=C(C=C2)F (3-Hydroxymethyl-7-{2,2,2-trifluoro-1-[1-(4-fluorophenyl)-1H-indazol-5-yl]-1-hydroxyethyl}-3,4-dihydropyrrolo[2,1-c][1,4]oxazin-1-one). Isolated yield 26.3%. RXN SMILES: [CH2:1]([O:3][C:4]([C:6]1[N:7]([CH2:33]C=C)[CH:8]=[C:9]([C:11]([C:17]2[CH:18]=[C:19]3[C:23](=[CH:24][CH:25]=2)[N:22]([C:26]2[CH:31]=[CH:30][C:29]([F:32])=[CH:28][CH:27]=2)[N:21]=[CH:20]3)([OH:16])[C:12]([F:15])([F:14])[F:13])[CH:10]=1)=[O:5])[CH3:2].[O-:36][Mn](=O)(=O)=O.[K+]>CC(C)=O.O>[OH:36][CH2:2][CH:1]1[O:3][C:4](=[O:5])[C:6]2=[CH:10][C:9]([C:11]([C:17]3[CH:18]=[C:19]4[C:23](=[CH:24][CH:25]=3)[N:22]([C:26]3[CH:31]=[CH:30][C:29]([F:32])=[CH:28][CH:27]=3)[N:21]=[CH:20]4)([OH:16])[C:12]([F:15])([F:13])[F:14])=[CH:8][N:7]2[CH2:33]1 |f:1.2|. Reported procedure: To a chilled (0° C.) solution of 1-allyl-4-{2,2,2-trifluoro-1-[1-(4-fluorophenyl)-1H-indazol-5-yl]-1-hydroxyethyl}-1H-pyrrole-2-carboxylic acid ethyl ester (100 mg, 0.2 mmol, 1 equiv.) in 3 mL of acetone and 1 mL of water was added a solution of KMnO4 (39 mg, 0.25 mmol, 1.2 equiv.) in 3 mL of acetone and 1 mL of water. The ice bath was removed and the reaction was warmed to room temperature. After 2 hours, the reaction was filtered through CELITE® filter aid and the filter cake washed with aceto... Reactants: C[Si](Cl)(Cl)C1=CC=CC=C1 (Methylphenyl dichlorosilane), C[Si](Cl)(Cl)C1=CC=CC=C1 (methylphenyl dichlorosilane), O (water). The solvent is CCOCC (ether), C(C)OCC (diethyl ether). Product: C[Si](O[Si](C1=CC=CC=C1)(C)Cl)(C1=CC=CC=C1)Cl (1,3-dimethyl-1,3-diphenyl dichlorodisiloxane). The yield is 33.5%. As a reaction SMILES: [CH3:1][Si:2]([C:5]1[CH:10]=[CH:9][CH:8]=[CH:7][CH:6]=1)(Cl)[Cl:3].[OH2:11]>CCOCC>[CH3:1][Si:2]([Cl:3])([C:5]1[CH:10]=[CH:9][CH:8]=[CH:7][CH:6]=1)[O:11][Si:2]([Cl:3])([CH3:1])[C:5]1[CH:10]=[CH:9][CH:8]=[CH:7][CH:6]=1. Procedure: Methylphenyl dichlorosilane (765 g; 4.0 mol.) and the same amount of diethyl ether were introduced into a four-necked flask of 2 liters volume equipped with a stirring machine, a reflux condenser, a thermometer and a dropping funnel, followed by stirring the mixture, dropwise adding 36 g (2.0 mol.) of water through the dropping funnel over five hours under nitrogen atmosphere, and then refluxing the mixture for an additional three hours. After refluxing the mixture, ether was distilled off and t... Starting materials: C(C1=CC=CC=C1)ONC(C[C@@H](CC(C)C)C(N[C@@H]1C(NCCCCCCN2C3CCCCC3C(C1)C2)=O)=O)=O ((3R,10S)-N-benzyloxy-5-methyl-3-(9-oxo-1,8-diazatricyclo-[10.6.1.013,18 ]nonadecan-10-ylcarbamoyl)hexanamide). Reagents/catalysts: [Pd] (Pd-C). Run in C(C)O (ethanol), CO (MeOH), CCOCC (ether). The product is ONC(C[C@@H](CC(C)C)C(N[C@@H]1C(NCCCCCCN2C3CCCCC3C(C1)C2)=O)=O)=O ((3R,10S)-N-hydroxy-5-methyl-3-(9-oxo-1,8-diaza-tricyclo[10.6.1.013,18 ]nonadecan-10-ylcarbamoyl) hexanamide). The yield is 90.9%. Reaction SMILES: C([O:8][NH:9][C:10](=[O:40])[CH2:11][C@H:12]([C:17](=[O:39])[NH:18][C@H:19]1[CH2:36][CH:35]2[CH2:37][N:28]([CH:29]3[CH:34]2[CH2:33][CH2:32][CH2:31][CH2:30]3)[CH2:27][CH2:26][CH2:25][CH2:24][CH2:23][CH2:22][NH:21][C:20]1=[O:38])[CH2:13][CH:14]([CH3:16])[CH3:15])C1C=CC=CC=1>C(O)C.CO.CCOCC.[Pd]>[OH:8][NH:9][C:10](=[O:40])[CH2:11][C@H:12]([C:17](=[O:39])[NH:18][C@H:19]1[CH2:36][CH:35]2[CH2:37][N:28]([CH:29]3[CH:34]2[CH2:33][CH2:32][CH2:31][CH2:30]3)[CH2:27][CH2:26][CH2:25][CH2:24][CH2:23][CH2:22][NH:21][C:20]1=[O:38])[CH2:13][CH:14]([CH3:16])[CH3:15]. Procedure details: (3R,10S)-N-benzyloxy-5-methyl-3-(9-oxo-1,8-diazatricyclo-[10.6.1.013,18 ]nonadecan-10-ylcarbamoyl)hexanamide (75 mg, 0.135 mmol) was hydrogenated at 1 atm H2 pressure in absolute ethanol (5 mL) in the presence of 10% Pd-C (35 mg) for 2 hours. Argon gas was bubbled into the reaction mixture for 10 minutes and the reaction mixture was filtered through a cone of celite. The catalyst on celite was further washed with 5 mL of ethanol. The combined filtrate was evaporated to dryness to afford a solid ... Starting materials: ClCC(=O)N1C2=C(NC(C3=C1C=CC=C3)=O)C=CC=C2 (5-(chloroacetyl)-5,10-dihydro-11H-dibenzo[b,e][1,4]diazepin-11-one), N1(CCCCC1)CC1CNCCC1 (3-[(1-piperidinyl)methyl]piperidine). The solvent is C(C)(=O)OCC (ethyl acetate). Product: N1(CCCCC1)CC1CN(CCC1)CC(=O)N1C2=C(NC(C3=C1C=CC=C3)=O)C=CC=C2 (5,10-Dihydro-5-[[3-[(1-piperidinyl)methyl]-1-piperidinyl]-acetyl]-11H-dibenzo[b,e][1,4]diazepin-11-one). RXN SMILES: Cl[CH2:2][C:3]([N:5]1[C:11]2[CH:12]=[CH:13][CH:14]=[CH:15][C:10]=2[C:9](=[O:16])[NH:8][C:7]2[CH:17]=[CH:18][CH:19]=[CH:20][C:6]1=2)=[O:4].[N:21]1([CH2:27][CH:28]2[CH2:33][CH2:32][CH2:31][NH:30][CH2:29]2)[CH2:26][CH2:25][CH2:24][CH2:23][CH2:22]1>C(OCC)(=O)C>[N:21]1([CH2:27][CH:28]2[CH2:33][CH2:32][CH2:31][N:30]([CH2:2][C:3]([N:5]3[C:11]4[CH:12]=[CH:13][CH:14]=[CH:15][C:10]=4[C:9](=[O:16])[NH:8][C:7]4[CH:17]=[CH:18][CH:19]=[CH:20][C:6]3=4)=[O:4])[CH2:29]2)[CH2:22][CH2:23][CH2:24][CH2:25][CH2:26]1. Procedure: The title compound is prepared analogously to Example 35 from 5-(chloroacetyl)-5,10-dihydro-11H-dibenzo[b,e][1,4]diazepin-11-one and 3-[(1-piperidinyl)methyl]piperidine to give colorless crystals, mp. 150°-152° C. (ethyl acetate). The reactants are C(C)(=O)N1C(C(C2=CC=C(C=C12)C(=O)OCC)=C(CC)OCC)=O (1-acetyl-3-(1-ethoxy-1-ethylmethylen)-6-ethoxycarbonyl-2-indolinone), C(C)(C)(C)OC(=O)C1=CC=C(N)C=C1 (4-tert.butoxycarbonyl-aniline). The product is C(C)(C)(C)OC(=O)C1=CC=C(N\C(\CC)=C\2/C(NC3=CC(=CC=C23)C(=O)OCC)=O)C=C1 (3-Z-[1-(4-tert.butoxycarbonyl-anilino)-1-ethyl-methylene]-6-ethoxycarbonyl-2-indolinone). RXN SMILES: C([N:4]1[C:12]2[C:7](=[CH:8][CH:9]=[C:10]([C:13]([O:15][CH2:16][CH3:17])=[O:14])[CH:11]=2)[C:6](=[C:18](OCC)[CH2:19][CH3:20])[C:5]1=[O:24])(=O)C.[C:25]([O:29][C:30]([C:32]1[CH:38]=[CH:37][C:35]([NH2:36])=[CH:34][CH:33]=1)=[O:31])([CH3:28])([CH3:27])[CH3:26]>>[C:25]([O:29][C:30]([C:32]1[CH:33]=[CH:34][C:35]([NH:36]/[C:18](=[C:6]2\[C:5](=[O:24])[NH:4][C:12]3[C:7]\2=[CH:8][CH:9]=[C:10]([C:13]([O:15][CH2:16][CH3:17])=[O:14])[CH:11]=3)/[CH2:19][CH3:20])=[CH:37][CH:38]=1)=[O:31])([CH3:28])([CH3:26])[CH3:27]. Procedure: Prepared from 1-acetyl-3-(1-ethoxy-1-ethylmethylen)-6-ethoxycarbonyl-2-indolinone and 4-tert.butoxycarbonyl-aniline Rf value: 0.4 (aluminium oxide, methylene chloride/ethanol=20:1) C25H28N2O5 Starting materials: ClCCl, CN(C)C=O, O=C(O)CCc1ccc2c(c1)C(=O)c1ccccc1CO2, O=S(Cl)Cl. Product: O=C1c2ccccc2COc2ccc(CCCCl)cc21. As a reaction SMILES: [CH2:31]([Cl:32])[Cl:33].[CH3:1][N:2]([CH3:3])[CH:4]=[O:5].[O:6]=[C:7]1[c:8]2[c:9]([cH:18][cH:19][c:20]([CH2:22][CH2:23][C:24]([OH:25])=[O:26])[cH:21]2)[O:10][CH2:11][c:12]2[c:13]1[cH:14][cH:15][cH:16][cH:17]2.[S:27]([Cl:28])([Cl:29])=[O:30]>>[O:6]=[C:7]1[c:8]2[c:9]([cH:18][cH:19][c:20]([CH2:22][CH2:23][CH2:24][Cl:29])[cH:21]2)[O:10][CH2:11][c:12]2[c:13]1[cH:14][cH:15][cH:16][cH:17]2.